This data is from the Open Reaction Database (ORD), a public repository of structured organic reaction records. The task is: describe an organic reaction: reactants, conditions, products, and yield Starting materials: O[C@@H](CN1CC(NCC1)=O)C1=C(C2=C(C(OC2)=O)C=C1)C (4-[(2R)-2-hydroxy-2-(4-methyl-1-oxo-1,3-dihydro-2-benzofuran-5-yl)ethyl]piperazin-2-one), BrC1=CC2=C(C=C(S2)C#N)C=C1 (6-Bromo-1-benzothiophene-2-carbonitrile), CC1(C2=C(C(=CC=C2)P(C3=CC=CC=C3)C4=CC=CC=C4)OC5=C(C=CC=C51)P(C6=CC=CC=C6)C7=CC=CC=C7)C (Xantphos), C(=O)([O-])[O-].[Cs+].[Cs+] (Cs2CO3). Reagents/catalysts: C=1C=CC(=CC1)/C=C/C(=O)/C=C/C2=CC=CC=C2.C=1C=CC(=CC1)/C=C/C(=O)/C=C/C2=CC=CC=C2.C=1C=CC(=CC1)/C=C/C(=O)/C=C/C2=CC=CC=C2.[Pd].[Pd] (Pd2(dba)3). Run in O1CCOCC1 (dioxane). Run at temperature 120 celsius. Yields the product O[C@@H](CN1CC(N(CC1)C1=CC2=C(C=C(S2)C#N)C=C1)=O)C1=C(C2=C(C(OC2)=O)C=C1)C (6-{4-[(2R)-2-Hydroxy-2-(4-methyl-1-oxo-1,3-dihydro-2-benzofuran-5-yl)ethyl]-2-oxopiperazin-1-yl}-1-benzothiophene-2-carbonitrile). Reaction SMILES: [OH:1][C@H:2]([C:11]1[CH:20]=[CH:19][C:14]2[C:15](=[O:18])[O:16][CH2:17][C:13]=2[C:12]=1[CH3:21])[CH2:3][N:4]1[CH2:9][CH2:8][NH:7][C:6](=[O:10])[CH2:5]1.Br[C:23]1[CH:33]=[CH:32][C:26]2[CH:27]=[C:28]([C:30]#[N:31])[S:29][C:25]=2[CH:24]=1.CC1(C)C2C(=C(P(C3C=CC=CC=3)C3C=CC=CC=3)C=CC=2)OC2C(P(C3C=CC=CC=3)C3C=CC=CC=3)=CC=CC1=2.C([O-])([O-])=O.[Cs+].[Cs+]>O1CCOCC1.C1C=CC(/C=C/C(/C=C/C2C=CC=CC=2)=O)=CC=1.C1C=CC(/C=C/C(/C=C/C2C=CC=CC=2)=O)=CC=1.C1C=CC(/C=C/C(/C=C/C2C=CC=CC=2)=O)=CC=1.[Pd].[Pd]>[OH:1][C@H:2]([C:11]1[CH:20]=[CH:19][C:14]2[C:15](=[O:18])[O:16][CH2:17][C:13]=2[C:12]=1[CH3:21])[CH2:3][N:4]1[CH2:9][CH2:8][N:7]([C:23]2[CH:33]=[CH:32][C:26]3[CH:27]=[C:28]([C:30]#[N:31])[S:29][C:25]=3[CH:24]=2)[C:6](=[O:10])[CH2:5]1 |f:3.4.5,7.8.9.10.11|. Procedure details: A mixture of 4-[(2R)-2-hydroxy-2-(4-methyl-1-oxo-1,3-dihydro-2-benzofuran-5-yl)ethyl]piperazin-2-one (50 mg, 0.17 mmol), 6-Bromo-1-benzothiophene-2-carbonitrile [I-11] (41 mg, 0.17 mmol), Pd2(dba)3 (32 mg, 0.034 mmol), Xantphos (40 mg, 0.069 mmol), and Cs2CO3 (84 mg, 0.26 mmol) in dioxane (1 mL) was sealed in a microwave tube and purged three times with nitrogen. It was heated to 120° C. for 20 minutes in a microwave reactor. LC showed formation of the desired product, which was purified by sili... Starting materials: OC=1C=C(C=CC1)CCC(=O)OC (Methyl 3-Hydroxy-benzenepropanoate), C1(=CC=CC=C1)COC(=O)N[C@@H](CCO)C(=O)OC(C)(C)C (1,1-dimethyl-ethyl N-[(phenylmethoxy)carbonyl]-L-homoserinate), C[N+](C)(C)CC(=O)O (betaine). The product is CC(C)(OC(C(CCOC=1C=C(C=CC1)CCC(=O)OC)NC(=O)OCC1=CC=CC=C1)=O)C (Methyl 3-[4-[(1,1-Dimethylethoxy)]-4-oxo-3-[[(phenylmethoxy)-carbonyl]amino]butoxy]-benzenepropanoate). The yield is 67.9%. As a reaction SMILES: [OH:1][C:2]1[CH:3]=[C:4]([CH2:8][CH2:9][C:10]([O:12][CH3:13])=[O:11])[CH:5]=[CH:6][CH:7]=1.[C:14]1([CH2:20][O:21][C:22]([NH:24][C@H:25]([C:29]([O:31][C:32]([CH3:35])([CH3:34])[CH3:33])=[O:30])[CH2:26][CH2:27]O)=[O:23])[CH:19]=[CH:18][CH:17]=[CH:16][CH:15]=1.C[N+](CC(O)=O)(C)C>>[CH3:35][C:32]([CH3:33])([O:31][C:29](=[O:30])[CH:25]([NH:24][C:22]([O:21][CH2:20][C:14]1[CH:19]=[CH:18][CH:17]=[CH:16][CH:15]=1)=[O:23])[CH2:26][CH2:27][O:1][C:2]1[CH:3]=[C:4]([CH2:8][CH2:9][C:10]([O:12][CH3:13])=[O:11])[CH:5]=[CH:6][CH:7]=1)[CH3:34]. Procedure details: The operation is carried out as in Preparation 1 (Method 2) starting from 270 mg of the phenol prepared in Stage A, 309 mg of 1,1-dimethyl-ethyl N-[(phenylmethoxy)carbonyl]-L-homoserinate and 616 mg of betaine. 320 mg of expected product is obtained.